This data is from the Open Reaction Database (ORD), a public repository of structured organic reaction records. The task is: describe an organic reaction: reactants, conditions, products, and yield Starting materials: O=C1CCN(c2ccc(NS(=O)(=O)c3ccc(CC4SC(=O)NC4=O)cc3)cc2)CC1, NCC(O)COc1cccc2[nH]c(=O)[nH]c12. Yields the product O=C1NC(=O)C(Cc2ccc(S(=O)(=O)Nc3ccc(N4CCC(NCC(O)COc5cccc6[nH]c(=O)[nH]c56)CC4)cc3)cc2)S1. RXN SMILES: [O:1]=[C:2]1[S:3][CH:4]([CH2:8][c:9]2[cH:10][cH:11][c:12]([S:15](=[O:16])(=[O:17])[NH:18][c:19]3[cH:20][cH:21][c:22]([N:25]4[CH2:26][CH2:27][C:28](=[O:31])[CH2:29][CH2:30]4)[cH:23][cH:24]3)[cH:13][cH:14]2)[C:5](=[O:7])[NH:6]1.[OH:32][CH:33]([CH2:34][O:35][c:36]1[cH:37][cH:38][cH:39][c:40]2[nH:41][c:42](=[O:45])[nH:43][c:44]12)[CH2:46][NH2:47]>>[O:1]=[C:2]1[S:3][CH:4]([CH2:8][c:9]2[cH:10][cH:11][c:12]([S:15](=[O:16])(=[O:17])[NH:18][c:19]3[cH:20][cH:21][c:22]([N:25]4[CH2:26][CH2:27][CH:28]([NH:47][CH2:46][CH:33]([OH:32])[CH2:34][O:35][c:36]5[cH:37][cH:38][cH:39][c:40]6[nH:41][c:42](=[O:45])[nH:43][c:44]56)[CH2:29][CH2:30]4)[cH:23][cH:24]3)[cH:13][cH:14]2)[C:5](=[O:7])[NH:6]1. The reactants are N1CCOCC1 (morpholine), ClC1=NC(=NC(=N1)NC1=CC(=NN1)C1CC1)C1[C@@H](C[C@@H](C1)OCC(F)F)C(=O)OC ((1R,4R)-Methyl 2-(4-chloro-6-(3-cyclopropyl-1H-pyrazol-5-ylamino)-1,3,5-triazin-2-yl)-4-(2,2-difluoroethoxy)cyclopentanecarboxylate). Product: C1(CC1)C1=NNC(=C1)NC1=NC(=NC(=N1)N1CCOCC1)C1[C@@H](C[C@@H](C1)OCC(F)F)C(=O)OC ((1R,4R)-Methyl 2-(4-(3-cyclopropyl-1H-pyrazol-5-ylamino)-6-morpholino-1,3,5-triazin-2-yl)-4-(2,2-difluoroethoxy)cyclopentanecarboxylate). Reaction SMILES: [NH:1]1[CH2:6][CH2:5][O:4][CH2:3][CH2:2]1.Cl[C:8]1[N:13]=[C:12]([NH:14][C:15]2[NH:19][N:18]=[C:17]([CH:20]3[CH2:22][CH2:21]3)[CH:16]=2)[N:11]=[C:10]([CH:23]2[CH2:27][C@@H:26]([O:28][CH2:29][CH:30]([F:32])[F:31])[CH2:25][C@H:24]2[C:33]([O:35][CH3:36])=[O:34])[N:9]=1>>[CH:20]1([C:17]2[CH:16]=[C:15]([NH:14][C:12]3[N:13]=[C:8]([N:1]4[CH2:6][CH2:5][O:4][CH2:3][CH2:2]4)[N:9]=[C:10]([CH:23]4[CH2:27][C@@H:26]([O:28][CH2:29][CH:30]([F:31])[F:32])[CH2:25][C@H:24]4[C:33]([O:35][CH3:36])=[O:34])[N:11]=3)[NH:19][N:18]=2)[CH2:22][CH2:21]1. Reported procedure: 124E was prepared from morpholine and 124D using the procedure described in 1. LC/MS [M+H]+: 495; Ret time (Method F): 2.61 min. Reactants: O=C([O-])[O-], CCC(C)=O, CCCCCCC, CCCCI, [K+], [K+], COC(=O)c1ccc(I)c(O)c1. Yields the product CCCCOc1cc(C(=O)OC)ccc1I. Reaction SMILES: [C:6](=[O:7])([O-:8])[O-:9].[CH2:24]([C:25]([CH3:26])=[O:27])[CH3:28].[CH3:29][CH2:30][CH2:31][CH2:32][CH2:33][CH2:34][CH3:35].[I:1][CH2:2][CH2:3][CH2:4][CH3:5].[K+:10].[K+:11].[OH:12][c:13]1[cH:14][c:15]([C:16](=[O:17])[O:18][CH3:19])[cH:20][cH:21][c:22]1[I:23]>>[CH2:2]([CH2:3][CH2:4][CH3:5])[O:12][c:13]1[cH:14][c:15]([C:16](=[O:17])[O:18][CH3:19])[cH:20][cH:21][c:22]1[I:23]. The reactants are C(C)(C)(C)OC(NC1=C(C=C(C=C1)C(F)(F)F)NC(CC(C1=CC(=CC=C1)C=1C=NC=CC1)=O)=O)=O ({2-[3-oxo-3-(3-pyridin-3-yl-phenyl)-propionylamino]-4-trifluoromethyl-phenyl}-carbamic acid tert-butyl ester), C(=O)(C(F)(F)F)O (TFA). The solvent is C(Cl)Cl (CH2Cl2). Yields the product N1=CC(=CC=C1)C=1C=C(C=CC1)C1=NC2=C(NC(C1)=O)C=C(C=C2)C(F)(F)F (4-(3-Pyridin-3-yl-phenyl)-8-trifluoromethyl-1,3-dihydro-benzo[b][1,4]diazepin-2-one), solid. Reaction SMILES: C(OC(=O)[NH:7][C:8]1[CH:13]=[CH:12][C:11]([C:14]([F:17])([F:16])[F:15])=[CH:10][C:9]=1[NH:18][C:19](=[O:35])[CH2:20][C:21](=O)[C:22]1[CH:27]=[CH:26][CH:25]=[C:24]([C:28]2[CH:29]=[N:30][CH:31]=[CH:32][CH:33]=2)[CH:23]=1)(C)(C)C.C(O)(C(F)(F)F)=O>C(Cl)Cl>[N:30]1[CH:31]=[CH:32][CH:33]=[C:28]([C:24]2[CH:23]=[C:22]([C:21]3[CH2:20][C:19](=[O:35])[NH:18][C:9]4[CH:10]=[C:11]([C:14]([F:17])([F:16])[F:15])[CH:12]=[CH:13][C:8]=4[N:7]=3)[CH:27]=[CH:26][CH:25]=2)[CH:29]=1. Procedure: The title compound was prepared from {2-[3-oxo-3-(3-pyridin-3-yl-phenyl)-propionylamino]-4-trifluoromethyl-phenyl}-carbamic acid tert-butyl ester (Example M24) by treatment with TFA in CH2Cl2 according to the general procedure N. Obtained as a white solid (151 mg). The reactants are title compounds, C(C)(C)(C)OC(=O)N1CCC(CC1)N (4-amino-piperidine-1-carboxylic acid tert-butyl ester), ClC(=O)OC(C)C (isopropyl chloroformate), C(C1=CC=CC=C1)(=O)NC1=CC=C(C2=CC=CC=C12)S(=O)(=O)Cl (4-benzoylamino-naphthalene-1-sulfonyl chloride), NC1C(CN(CC1)CC1=CC=CC=C1)C ((±)-4-amino-1-benzyl-3-methyl-piperidine), N(=C=O)C(C)C (2-isocyanato-propane). Yields the product C(C)(C)OC(=O)N1C[C@H]([C@H](CC1)NS(=O)(=O)C1=CC=C(C2=CC=CC=C12)NC(C1=C(C=CC=C1)C)=O)C ((±)-cis-3-Methyl-4-[4-(2-methyl-benzoylamino)-naphthalene-1-sulfonylamino]-piperidine-1-carboxylic acid isopropyl ester). Reaction SMILES: [C:1]([NH:9][C:10]1[C:19]2[C:14](=[CH:15][CH:16]=[CH:17][CH:18]=2)[C:13]([S:20](Cl)(=[O:22])=[O:21])=[CH:12][CH:11]=1)(=[O:8])[C:2]1[CH:7]=[CH:6][CH:5]=[CH:4][CH:3]=1.[NH2:24][CH:25]1[CH2:30][CH2:29][N:28](CC2C=CC=CC=2)[CH2:27][CH:26]1[CH3:38].[C:39](OC(N1CCC(N)CC1)=O)(C)(C)C.Cl[C:54]([O:56][CH:57]([CH3:59])[CH3:58])=[O:55].N(C(C)C)=C=O>>[CH:57]([O:56][C:54]([N:28]1[CH2:29][CH2:30][C@H:25]([NH:24][S:20]([C:13]2[C:14]3[C:19](=[CH:18][CH:17]=[CH:16][CH:15]=3)[C:10]([NH:9][C:1](=[O:8])[C:2]3[CH:7]=[CH:6][CH:5]=[CH:4][C:3]=3[CH3:39])=[CH:11][CH:12]=2)(=[O:22])=[O:21])[C@H:26]([CH3:38])[CH2:27]1)=[O:55])([CH3:59])[CH3:58]. Reported procedure: The title compounds were made following the general procedure in Scheme 5 and deprotection in Scheme 4-1, substituting 4-(2-methyl-benzoylamino)-naphthalene-1-sulfonyl chloride for 4-benzoylamino-naphthalene-1-sulfonyl chloride, (±)-4-amino-1-benzyl-3-methyl-piperidine for 4-amino-piperidine-1-carboxylic acid tert-butyl ester and isopropyl chloroformate for 2-isocyanato-propane. 1H NMR (300 MHz, CDCl3) δ 8.72 (d, 1H), 8.43 (d, 1H), 8.35 (d, 1H), 8.12 (d, 1H), 7.95 (d, 2H), 7.72 (m, 3H), 7.46 (m,...